This data is from the Open Reaction Database (ORD), a public repository of structured organic reaction records. The task is: describe an organic reaction: reactants, conditions, products, and yield Starting materials: CS(=O)(=O)Cl, CCN(C(C)C)C(C)C, ClCCl, COc1ccc(C(C)C)cc1-c1ccc(C(F)(F)F)cc1CNCc1cc(C(F)(F)F)cc(C(F)(F)F)c1, O. Yields the product COc1ccc(C(C)C)cc1-c1ccc(C(F)(F)F)cc1CN(Cc1cc(C(F)(F)F)cc(C(F)(F)F)c1)S(C)(=O)=O. RXN SMILES: [CH3:39][S:40]([Cl:41])(=[O:42])=[O:43].[CH:44]([N:45]([CH2:46][CH3:47])[CH:48]([CH3:49])[CH3:50])([CH3:51])[CH3:52].[Cl:54][CH2:55][Cl:56].[F:1][C:2]([c:3]1[cH:4][c:5]([CH2:6][NH:7][CH2:8][c:9]2[c:10](-[c:19]3[c:20]([O:28][CH3:29])[cH:21][cH:22][c:23]([CH:25]([CH3:26])[CH3:27])[cH:24]3)[cH:11][cH:12][c:13]([C:15]([F:16])([F:17])[F:18])[cH:14]2)[cH:30][c:31]([C:33]([F:34])([F:35])[F:36])[cH:32]1)([F:37])[F:38].[OH2:53]>>[F:1][C:2]([c:3]1[cH:4][c:5]([CH2:6][N:7]([CH2:8][c:9]2[c:10](-[c:19]3[c:20]([O:28][CH3:29])[cH:21][cH:22][c:23]([CH:25]([CH3:26])[CH3:27])[cH:24]3)[cH:11][cH:12][c:13]([C:15]([F:16])([F:17])[F:18])[cH:14]2)[S:40]([CH3:39])(=[O:42])=[O:43])[cH:30][c:31]([C:33]([F:34])([F:35])[F:36])[cH:32]1)([F:37])[F:38]. The reactants are [Ag+], CC#N, O=Cc1nc(C(F)(F)F)ccc1Cn1nc2c(-c3ccncc3)c(-c3ccc(Cl)cc3)ccn2c1=O, Cl, O=[N+]([O-])[O-], [Na+], [OH-]. Product: O=C(O)c1nc(C(F)(F)F)ccc1Cn1nc2c(-c3ccncc3)c(-c3ccc(Cl)cc3)ccn2c1=O. As a reaction SMILES: [Ag+:47].[CH3:40][C:41]#[N:42].[Cl:1][c:2]1[cH:3][cH:4][c:5](-[c:8]2[c:9](-[c:31]3[cH:32][cH:33][n:34][cH:35][cH:36]3)[c:10]3[n:11]([cH:12][cH:13]2)[c:14](=[O:30])[n:15]([CH2:17][c:18]2[c:19]([CH:28]=[O:29])[n:20][c:21]([C:24]([F:25])([F:26])[F:27])[cH:22][cH:23]2)[n:16]3)[cH:6][cH:7]1.[ClH:39].[N+:43]([O-:44])([O-:45])=[O:46].[Na+:38].[OH-:37]>>[Cl:1][c:2]1[cH:3][cH:4][c:5](-[c:8]2[c:9](-[c:31]3[cH:32][cH:33][n:34][cH:35][cH:36]3)[c:10]3[n:11]([cH:12][cH:13]2)[c:14](=[O:30])[n:15]([CH2:17][c:18]2[c:19]([C:28](=[O:29])[OH:37])[n:20][c:21]([C:24]([F:25])([F:26])[F:27])[cH:22][cH:23]2)[n:16]3)[cH:6][cH:7]1. Starting materials: COC1=CC=C(OC(P(OCC)(OCC)=O)P(OCC)(OCC)=O)C=C1 (Tetraethyl (4-methoxyphenoxymethylene)-bisphosphonate). Run in C[Si](Br)(C)C (trimethyl bromosilane). Reaction conditions: time 3 hour. The product is COC1=CC=C(OC(P(O)(O)=O)P(O)(O)=O)C=C1 ((4-Methoxyphenoxymethylene)-bisphosphonic acid). As a reaction SMILES: [CH3:1][O:2][C:3]1[CH:26]=[CH:25][C:6]([O:7][CH:8]([P:17](=[O:24])([O:21]CC)[O:18]CC)[P:9](=[O:16])([O:13]CC)[O:10]CC)=[CH:5][CH:4]=1>C[Si](C)(C)Br>[CH3:1][O:2][C:3]1[CH:4]=[CH:5][C:6]([O:7][CH:8]([P:17](=[O:18])([OH:24])[OH:21])[P:9](=[O:10])([OH:13])[OH:16])=[CH:25][CH:26]=1. Reported procedure: Tetraethyl (4-methoxyphenoxymethylene)-bisphosphonate (4 g) was dissolved in trimethyl bromosilane (16.4 ml). After 3 hours at room temperature, the mixture was evaporated in vacuo. The remaining oil was heated with absolute ethanol (30 ml) on the steam bath for 2 hours. Evaporaton in vacuo and crystallization from ether gave the title compound as colourless crystals. Starting materials: Ice water, O1C2C(OC3=C(C21)C=C(C=C3)C(C(F)(F)F)(F)F)(CF)CF (3,4-epoxy-6-pentafluoroethyl-2,2-bisfluoromethyl-3,4-dihydro-2H-1-benzopyran), N1C(CCCC1)=O (2-piperidinone), CC(C)([O-])C.[K+] (potassium tert-butoxide). The solvent is O1CCCC1 (tetrahydrofuran). Product: FC(C(F)(F)F)(C=1C=CC2=C(C(=CC(O2)(CF)CF)N2C(CCCC2)=O)C1)F (6-pentafluoroethyl-2,2-bisfluoromethyl-4-(2-oxo-1-piperidinyl)-2H-1-benzopyran). The yield is 3.0%. Reaction SMILES: O1[CH:7]2[CH:2]1[C:3]([CH2:21][F:22])([CH2:19][F:20])[O:4][C:5]1[CH:11]=[CH:10][C:9]([C:12]([F:18])([F:17])[C:13]([F:16])([F:15])[F:14])=[CH:8][C:6]=12.[NH:23]1[CH2:28][CH2:27][CH2:26][CH2:25][C:24]1=[O:29].CC(C)([O-])C.[K+]>O1CCCC1>[F:18][C:12]([F:17])([C:9]1[CH:10]=[CH:11][C:5]2[O:4][C:3]([CH2:21][F:22])([CH2:19][F:20])[CH:2]=[C:7]([N:23]3[CH2:28][CH2:27][CH2:26][CH2:25][C:24]3=[O:29])[C:6]=2[CH:8]=1)[C:13]([F:14])([F:15])[F:16] |f:2.3|. Reported procedure: To a mixture of 0.54 g of 3,4-epoxy-6-pentafluoroethyl-2,2-bisfluoromethyl-3,4-dihydro-2H-1-benzopyran, 0.24 g of 2-piperidinone and 10 ml of tetrahydrofuran was added 0.27 g of potassium tert-butoxide with stirring under ice-cooling. The mixture was stirred for 6 hours under ice-cooling and then stirred at room temperature for 16 hours. Ice water was added to the mixture, which was then extracted with methylene chloride. After the organic layer was washed with water and dried, the solvent was d... Starting materials: CNc1ccccn1, ClCCl, ClI, [Na+], [Na+], O=S([O-])[O-]. Product: CNc1ccc(I)cn1. RXN SMILES: [CH3:1][NH:2][c:3]1[n:4][cH:5][cH:6][cH:7][cH:8]1.[Cl:17][CH2:18][Cl:19].[I:9][Cl:10].[Na+:15].[Na+:16].[S:11]([O-:12])([O-:13])=[O:14]>>[CH3:1][NH:2][c:3]1[n:4][cH:5][c:6]([I:9])[cH:7][cH:8]1.